From a dataset of the Open Reaction Database (ORD), a public repository of structured organic reaction records. describe an organic reaction: reactants, conditions, products, and yield Reactants: solution, [Li]CCCC (BuLi), CCCCCC (hexane), C(C)(C)NC(C)C (diisopropylamine), CCOC(=O)/C=C(\C)/CP(=O)(OCC)OCC (triethyl 3-methyl-4-phosphonocrotonate), [Si](C)(C)(C(C)(C)C)OCCCCCOC=1C(=CC=2C(CCC(C2C1)(C)C)(C)C)\C(=C/C=O)\C ((Z)-3-{3-[5-(tert-butyldimethylsilyloxy)pentyloxy]-5,5,8,8-tetramethyl-5,6,7,8-tetrahydro-2-naphthyl}-2-butenal). Run in CN1C(N(CCC1)C)=O (1,3-dimethyl-3,4,5,6-tetrahydro-2(1H)-pyrimidinone), C(C)(=O)OCC.O (ethyl acetate water), C1CCOC1 (THF). Conditions: temperature -20 celsius, time 30 minute. Yields the product [Si](C)(C)(C(C)(C)C)OCCCCCOC=1C(=CC=2C(CCC(C2C1)(C)C)(C)C)\C(=C/C=C/C(=C/C(=O)OCC)/C)\C (ethyl (E,E,Z)-7-{3-[5-(tert-butyldimethylsilyloxy)-pentyloxy]-5,5,8,8-tetramethyl-5,6,7,8-tetrahydro-2-naphthyl}-3-methyl-2,4,6,-octatrienoate). As a reaction SMILES: [Li]CCCC.CCCCCC.C(NC(C)C)(C)C.[CH3:19][CH2:20][O:21][C:22](/[CH:24]=[C:25](/[CH2:27]P(OCC)(OCC)=O)\[CH3:26])=[O:23].[Si:36]([O:43][CH2:44][CH2:45][CH2:46][CH2:47][CH2:48][O:49][C:50]1[C:51](/[C:64](/[CH3:68])=[CH:65]\[CH:66]=O)=[CH:52][C:53]2[C:54]([CH3:63])([CH3:62])[CH2:55][CH2:56][C:57]([CH3:61])([CH3:60])[C:58]=2[CH:59]=1)([C:39]([CH3:42])([CH3:41])[CH3:40])([CH3:38])[CH3:37]>C1COCC1.C(OCC)(=O)C.O.CN1CCCN(C)C1=O>[Si:36]([O:43][CH2:44][CH2:45][CH2:46][CH2:47][CH2:48][O:49][C:50]1[C:51](/[C:64](/[CH3:68])=[CH:65]\[CH:66]=[CH:27]\[C:25](\[CH3:26])=[CH:24]\[C:22]([O:21][CH2:20][CH3:19])=[O:23])=[CH:52][C:53]2[C:54]([CH3:63])([CH3:62])[CH2:55][CH2:56][C:57]([CH3:61])([CH3:60])[C:58]=2[CH:59]=1)([C:39]([CH3:40])([CH3:42])[CH3:41])([CH3:37])[CH3:38] |f:6.7|. Procedure details: A 2.5M solution of BuLi in hexane (1.12 mmol) was added dropwise to a solution of diisopropylamine (387 μl) in a 1,3-dimethyl-3,4,5,6-tetrahydro-2(1H)-pyrimidinone (DMPU)/THF (10 ml/10 ml) mixture at -20° C. The mixture was stirred for 30 min at -20° C., and triethyl 3-methyl-4-phosphonocrotonate (0.68 ml) was then added. The mixture was stirred for 1 h at -20° C. and was added to a solution of (Z)-3-{3-[5-(tert-butyldimethylsilyloxy)pentyloxy]-5,5,8,8-tetramethyl-5,6,7,8-tetrahydro-2-naphthyl}-... Starting materials: CC=1C=C(C=C(C1)C)C#C (3,5-dimethylphenylethyne), IC1=C(N)C=CC(=C1)[N+](=O)[O-] (2-iodo-4-nitroaniline), cuprous bromide. Reagents/catalysts: C=1C=CC(=CC1)[P](C=2C=CC=CC2)(C=3C=CC=CC3)[Pd]([P](C=4C=CC=CC4)(C=5C=CC=CC5)C=6C=CC=CC6)([P](C=7C=CC=CC7)(C=8C=CC=CC8)C=9C=CC=CC9)[P](C=1C=CC=CC1)(C=1C=CC=CC1)C=1C=CC=CC1 (tetrakis(triphenylphosphine)palladium). Yields the product CC=1C=C(C=C(C1)C)C#CC1=C(C=CC(=C1)[N+](=O)[O-])N (2-(3,5-dimethylphenylethynyl)-4-nitrophenylamine). RXN SMILES: [CH3:1][C:2]1[CH:3]=[C:4]([C:9]#[CH:10])[CH:5]=[C:6]([CH3:8])[CH:7]=1.I[C:12]1[CH:18]=[C:17]([N+:19]([O-:21])=[O:20])[CH:16]=[CH:15][C:13]=1[NH2:14]>C1C=CC([P]([Pd]([P](C2C=CC=CC=2)(C2C=CC=CC=2)C2C=CC=CC=2)([P](C2C=CC=CC=2)(C2C=CC=CC=2)C2C=CC=CC=2)[P](C2C=CC=CC=2)(C2C=CC=CC=2)C2C=CC=CC=2)(C2C=CC=CC=2)C2C=CC=CC=2)=CC=1>[CH3:1][C:2]1[CH:3]=[C:4]([C:9]#[C:10][C:12]2[CH:18]=[C:17]([N+:19]([O-:21])=[O:20])[CH:16]=[CH:15][C:13]=2[NH2:14])[CH:5]=[C:6]([CH3:8])[CH:7]=1 |^1:25,27,46,65|. Procedure: To a solution of 3,5-dimethylphenylethyne (156 mg in 7 mL of dry, nitrogen saturated triethylamine) was added 2-iodo-4-nitroaniline (264 mg, prepared essentially as described in: Toth, I. Helv. Chim. Acta, 1971, 54, 1486.) followed by tetrakis(triphenylphosphine)palladium (23 mg) and cuprous bromide (10 mg) and the mixture heated to reflux on an oil bath. After 2 hours the mixture was cooled to room temperature, concentrated in vacuo and purified by flash chromatography on silica gel (hexane:met... RXN SMILES: [C:1]([NH:4][C:5]([C:19]([OH:21])=[O:20])=[CH:6][C:7]1[CH:12]=[CH:11][C:10]([O:13][CH2:14][CH3:15])=[C:9]([O:16][CH2:17][CH3:18])[CH:8]=1)(=[O:3])[CH3:2].[H][H]>C(O)(=O)C.[C].[Pd]>[C:1]([NH:4][C@H:5]([C:19]([OH:21])=[O:20])[CH2:6][C:7]1[CH:12]=[CH:11][C:10]([O:13][CH2:14][CH3:15])=[C:9]([O:16][CH2:17][CH3:18])[CH:8]=1)(=[O:3])[CH3:2] |f:3.4|. Reported procedure: To a suspension of N-acetyl-3-(3,4-diethoxyphenyl)dehydroalanine (100.2 g) in acetic acid (1000 ml) is added 10% palladium-carbon (4 g), and the mixture is subjected to hydrogenation at 40° C. under 3 atms of hydrogen gas for 7 hours. The catalyst is removed by filtration, and the filtrate is concentrated. The residue is crystallized from ether to give N-acetyl-3-(3,4-diethoxyphenyl)alanine (70.1 g). The solvent is C(C)(=O)O (acetic acid). Reagents/catalysts: [C].[Pd] (palladium-carbon). Starting materials: C(C)(=O)NC(=CC1=CC(=C(C=C1)OCC)OCC)C(=O)O (N-acetyl-3-(3,4-diethoxyphenyl)dehydroalanine), [H][H] (hydrogen). Yield: 69.5%. Yields the product C(C)(=O)N[C@@H](CC1=CC(=C(C=C1)OCC)OCC)C(=O)O (N-acetyl-3-(3,4-diethoxyphenyl)alanine). The reactants are COC(=O)c1cnc(Cl)cn1, CC(c1ccc(CO)cc1Cl)C(O)(c1ccnc(Cl)c1)C(F)(F)F. Yields the product COC(=O)c1cnc(OCc2ccc(C(C)C(O)(c3ccnc(Cl)c3)C(F)(F)F)c(Cl)c2)cn1. As a reaction SMILES: [CH3:25][O:26][C:27](=[O:28])[c:29]1[n:30][cH:31][c:32]([Cl:35])[n:33][cH:34]1.[Cl:1][c:2]1[c:3]([CH:10]([C:11]([C:12]([F:13])([F:14])[F:15])([OH:16])[c:17]2[cH:18][c:19]([Cl:23])[n:20][cH:21][cH:22]2)[CH3:24])[cH:4][cH:5][c:6]([CH2:8][OH:9])[cH:7]1>>[Cl:1][c:2]1[c:3]([CH:10]([C:11]([C:12]([F:13])([F:14])[F:15])([OH:16])[c:17]2[cH:18][c:19]([Cl:23])[n:20][cH:21][cH:22]2)[CH3:24])[cH:4][cH:5][c:6]([CH2:8][O:9][c:32]2[cH:31][n:30][c:29]([C:27]([O:26][CH3:25])=[O:28])[cH:34][n:33]2)[cH:7]1.